Dataset: the Open Reaction Database (ORD), a public repository of structured organic reaction records. Task: describe an organic reaction: reactants, conditions, products, and yield The reactants are C1(CCCC1)CC(=O)O (cyclopentylacetic acid), Cl.COC([C@@H](N)C)=O (L-alanine methyl ester hydrochloride). Product: C1(CCCC1)CC(=O)N[C@@H](C)C(=O)O (N-(cyclopentylacetyl)-L-alanine). Reaction SMILES: [CH:1]1([CH2:6][C:7]([OH:9])=O)[CH2:5][CH2:4][CH2:3][CH2:2]1.Cl.C[O:12][C:13](=[O:17])[C@H:14]([CH3:16])[NH2:15]>>[CH:1]1([CH2:6][C:7]([NH:15][C@H:14]([C:13]([OH:17])=[O:12])[CH3:16])=[O:9])[CH2:2][CH2:3][CH2:4][CH2:5]1 |f:1.2|. Reported procedure: Following General Procedure II-E above using cyclopentylacetic acid (Aldrich) and L-alanine methyl ester hydrochloride (Sigma), the title compound was prepared as a solid having a melting point of 43-46° C. Purification was by recrystallization from ethyl acetate/hexanes. Starting materials: [Al+3], CCCCCCCCCCCCOc1ccc(C(=O)O)c(Cl)c1, [H-], [H-], [H-], [H-], [Li+]. Product: CCCCCCCCCCCCOc1ccc(CO)c(Cl)c1. RXN SMILES: [Al+3:25].[CH2:1]([CH2:2][CH2:3][CH2:4][CH2:5][CH2:6][CH2:7][CH2:8][CH2:9][CH2:10][CH2:11][CH3:12])[O:13][c:14]1[cH:15][c:16]([Cl:23])[c:17]([C:18](=[O:19])[OH:20])[cH:21][cH:22]1.[H-:24].[H-:27].[H-:28].[H-:29].[Li+:26]>>[CH2:1]([CH2:2][CH2:3][CH2:4][CH2:5][CH2:6][CH2:7][CH2:8][CH2:9][CH2:10][CH2:11][CH3:12])[O:13][c:14]1[cH:15][c:16]([Cl:23])[c:17]([CH2:18][OH:19])[cH:21][cH:22]1. Yields the product CN(C)CCNc1n[n+]([O-])c2cc3c(cc2[n+]1[O-])OCO3. Starting materials: CN(C)CCNc1nc2cc3c(cc2[n+]([O-])n1)OCO3, ClCCl, O=C(O)C(F)(F)F, O=C(OC(=O)C(F)(F)F)C(F)(F)F, N, OO. RXN SMILES: [CH3:16][N:17]([CH2:18][CH2:19][NH:20][c:21]1[n:22][n+:23]([O-:34])[c:24]2[c:25]([n:26]1)[cH:27][c:28]1[c:29]([cH:30]2)[O:31][CH2:32][O:33]1)[CH3:35].[Cl:43][CH2:44][Cl:45].[F:36][C:37]([F:38])([F:39])[C:40]([OH:41])=[O:42].[F:3][C:4]([F:5])([F:7])[C:8](=[O:6])[O:9][C:10](=[O:11])[C:12]([F:13])([F:14])[F:15].[NH3:46].[OH:1][OH:2]>>[O-:6][n+:26]1[c:21]([NH:20][CH2:19][CH2:18][N:17]([CH3:16])[CH3:35])[n:22][n+:23]([O-:34])[c:24]2[c:25]1[cH:27][c:28]1[c:29]([cH:30]2)[O:31][CH2:32][O:33]1. The reactants are CC(C)([O-])C.[K+] (potassium tert-butoxide), N12CC(C(CC1)CC2)=O (3-quinuclidinone), C1(=CC=C(C=C1)S(=O)(=O)C[N+]#[C-])C ((4-toluenesulfonyl)methyl isocyanide), COCCOC (1,2-dimethoxyethane). The solvent is C(C)O (ethanol). Conditions: temperature 40 celsius. The product is N12CC(C(CC1)CC2)C#N ((rac)-1-Azabicyclo[2.2.2]octane-3-carbonitrile). RXN SMILES: [N:1]12[CH2:8][CH2:7][CH:4]([CH2:5][CH2:6]1)[C:3](=O)[CH2:2]2.C1(C)C=CC(S([CH2:19][N+:20]#[C-])(=O)=O)=CC=1.COCCOC.CC(C)([O-])C.[K+]>C(O)C>[N:1]12[CH2:8][CH2:7][CH:4]([CH2:5][CH2:6]1)[CH:3]([C:19]#[N:20])[CH2:2]2 |f:3.4|. Procedure details: 20.4 g (163 mmol) of 3-quinuclidinone and 41.4 g (212 mmol) of (4-toluenesulfonyl)methyl isocyanide are introduced into 435 ml of 1,2-dimethoxyethane and 16 ml of dry ethanol while cooling in ice. 45.7 g (407 mmol) of potassium tert-butoxide are slowly added in such a way that the temperature does not rise above 10° C. The mixture is then heated at 40° C. for 2.5 h. After cooling to RT, the resulting solid is filtered off. The filtrate is concentrated and chromatographed on neutral alumina (mobi... The reactants are CC(=O)O, Cl, Fc1cccc2ccccc12, O, O=P(O)(O)O. Product: Fc1ccc(CCl)c2ccccc12. Reaction SMILES: [CH3:12][C:13](=[O:14])[OH:15].[ClH:21].[F:1][c:2]1[cH:3][cH:4][cH:5][c:6]2[cH:7][cH:8][cH:9][cH:10][c:11]12.[OH2:22].[P:16](=[O:17])([OH:18])([OH:19])[OH:20]>>[F:1][c:2]1[cH:3][cH:4][c:5]([CH2:12][Cl:21])[c:6]2[cH:7][cH:8][cH:9][cH:10][c:11]12. The reactants are BrN1C(CCC1=O)=O (N-Bromosuccinimide), CC=1OC2=C(C1)C=C(C=C2)[N+](=O)[O-] (2-methyl-5-nitrobenzofuran). The reagents and catalysts are C(C1=CC=CC=C1)(=O)OOC(C1=CC=CC=C1)=O (benzoyl peroxide). The solvent is C(Cl)(Cl)(Cl)Cl (carbon tetrachloride). Product: BrCC=1OC2=C(C1)C=C(C=C2)[N+](=O)[O-] (2-Bromomethyl-5-nitrobenzofuran). Isolated yield 52.3%. As a reaction SMILES: [Br:1]N1C(=O)CCC1=O.[CH3:9][C:10]1[O:11][C:12]2[CH:18]=[CH:17][C:16]([N+:19]([O-:21])=[O:20])=[CH:15][C:13]=2[CH:14]=1>C(Cl)(Cl)(Cl)Cl.C(OOC(=O)C1C=CC=CC=1)(=O)C1C=CC=CC=1>[Br:1][CH2:9][C:10]1[O:11][C:12]2[CH:18]=[CH:17][C:16]([N+:19]([O-:21])=[O:20])=[CH:15][C:13]=2[CH:14]=1. Procedure details: N-Bromosuccinimide (1.1 g. 6.2 mmole) was added portionwise to a solution of 2-methyl-5-nitrobenzofuran (1.0 g, 5.6 mmole) and benzoyl peroxide (50 mg) in carbon tetrachloride (50 ml) and the reaction mixture was heated at reflux temperature for 6 hours in the presence of bright light. The reaction mixture was then cooled, filtered and the filtrate evaporated to dryness. The residue was recrystallised from petroleum ether to give the title compound yield 0.75 g, m.p. 96°-98°.